This data is from the Open Reaction Database (ORD), a public repository of structured organic reaction records. The task is: describe an organic reaction: reactants, conditions, products, and yield Starting materials: S(=O)([O-])[O-].[Na+].[Na+] (sodium sulfite), ClC1=C(C=C(C=C1)[N+](=O)[O-])S(=O)(=O)Cl (2-chloro-5-nitrobenzene sulfonyl chloride), C([O-])(O)=O.[Na+] (sodium bicarbonate), C([O-])(O)=O.[Na+] (sodium bicarbonate), O (water). Run in C1(=CC=CC=C1)C (toluene). Reaction conditions: time 2 hour. The product is ClC1=C(C=C(C=C1)[N+](=O)[O-])S(=O)[O-].[Na+] (sodium 2-chloro-5-nitrobenzene sulfinate). As a reaction SMILES: S([O-])([O-])=O.[Na+:5].[Na+].C(=O)(O)[O-].[Na+].O.[Cl:13][C:14]1[CH:19]=[CH:18][C:17]([N+:20]([O-:22])=[O:21])=[CH:16][C:15]=1[S:23](Cl)(=[O:25])=[O:24]>C1(C)C=CC=CC=1>[Cl:13][C:14]1[CH:19]=[CH:18][C:17]([N+:20]([O-:22])=[O:21])=[CH:16][C:15]=1[S:23]([O-:25])=[O:24].[Na+:5] |f:0.1.2,3.4,8.9|. Procedure: 321 ml. (4.7 moles) of chlorosulfonic acid and 79 g. (0.5 moles) of 4-chloro-nitrobenzene are stirred at 130° C. for 6 hours. The reaction mixture is then cooled to a temperature below 10° C. and is poured onto 750 ml. of icy water. The mixture is filtered at room temperature and the substance collected on the filter is washed solid-free with about 2 litres of water. The crude 2-chloro-5-nitrobenzene sulfonyl chloride obtained is subjected to the subsequent reaction steps without purification. 1... Starting materials: COC=1C=CC=2C[C@@H]3[C@@]4(CCC(C5[C@@]4(C2C1O5)CCN3C)=O)OC (3,14-Dimethoxy-4,5-epoxy-17-methylmorphinan-6-one), [Cl-].[NH4+] (ammonium chloride). Procedure: A mixture of 15 (1.67 g), Zn dust (0.72 g), ammonium chloride (1.1 g) and ethanol (45 ml) was refluxed for 6 hour under N2 atmosphere. The product was filtered and the residual solid washed with ethanol. The filtrate was concentrated under reduced pressure to give the hydrochloride salt of 16 as a white solid (2.71 g). This product contained some ammonium chloride but was used without purification in the next reaction. Attempts to purify the material by preparation of the free base resulted in l... Reaction SMILES: [CH3:1][O:2][C:3]1[CH:4]=[CH:5][C:6]2[CH2:7][C@H:8]3[N:20]([CH3:21])[CH2:19][CH2:18][C@:14]45[C:15]=2[C:16]=1[O:17][CH:13]4[C:12](=[O:22])[CH2:11][CH2:10][C@@:9]35[O:23][CH3:24].[Cl-:25].[NH4+]>[Zn].C(O)C>[ClH:25].[CH3:1][O:2][C:3]1[CH:4]=[CH:5][C:6]2[CH2:7][C@H:8]3[N:20]([CH3:21])[CH2:19][CH2:18][C@@:14]4([C:15]=2[C:16]=1[OH:17])[C@@:9]3([O:23][CH3:24])[CH2:10][CH2:11][C:12](=[O:22])[CH2:13]4 |f:1.2,5.6|. Solvent: C(C)O (ethanol). Product: hydrochloride salt, Cl.COC=1C=CC=2C[C@@H]3[C@@]4(CCC(C[C@@]4(C2C1O)CCN3C)=O)OC (3,14-Dimethoxy-4-hydroxy-17-methylmorphinan-6-one Hydrochloride). The reagents and catalysts are [Zn] (Zn). Yield: 145.3%. The reactants are FC(C(O)C1C2CC(=C(N2C1=O)C(=O)OCC1=CC=CC=C1)OS(=O)(=O)C=1C(=CC=CC1)C)(F)F (benzyl 6-(2,2,2-trifluoro-1-hydroxyethyl)-3-toluenesulfonyloxy-1-azabicyclo[3.2.0]hept-2-en-7-one-2-carboxylate), C([O-])(O)=O.[Na+] (sodium bicarbonate), O1CCOCC1 (dioxane). The reagents and catalysts are [Pd] (palladium on charcoal). Solvent: O (water). Conditions: time 30 minute. The product is FC(C(O)C1C2CC(=C(N2C1=O)C(=O)[O-])OS(=O)(=O)C=1C(=CC=CC1)C)(F)F.[Na+] (sodium 6-(2,2,2-trifluoro-1-hydroxyethyl)-3-toluenesulfonyloxy-1-azabicyclo[3.2.0]hept-2-en-7-one-2-carboxylate). Reaction SMILES: [F:1][C:2]([F:35])([F:34])[CH:3]([CH:5]1[C:11](=[O:12])[N:10]2[CH:6]1[CH2:7][C:8]([O:23][S:24]([C:27]1[C:28]([CH3:33])=[CH:29][CH:30]=[CH:31][CH:32]=1)(=[O:26])=[O:25])=[C:9]2[C:13]([O:15]CC1C=CC=CC=1)=[O:14])[OH:4].C(=O)(O)[O-].[Na+:40].O1CCOCC1>[Pd].O>[F:35][C:2]([F:1])([F:34])[CH:3]([CH:5]1[C:11](=[O:12])[N:10]2[CH:6]1[CH2:7][C:8]([O:23][S:24]([C:27]1[C:28]([CH3:33])=[CH:29][CH:30]=[CH:31][CH:32]=1)(=[O:26])=[O:25])=[C:9]2[C:13]([O-:15])=[O:14])[OH:4].[Na+:40] |f:1.2,6.7|. Procedure: A mixture of benzyl 6-(2,2,2-trifluoro-1-hydroxyethyl)-3-toluenesulfonyloxy-1-azabicyclo[3.2.0]hept-2-en-7-one-2-carboxylate (26 mg), 10% palladium on charcoal (25 mg), sodium bicarbonate (4.5 mg), dioxane (2 ml) and water (1 ml) is hydrogenated at 40 psi for 30 mins. The mixture is filtered to remove the catalyst which is washed with several portions of water (3×2 ml). The combined filtrate is extracted with ethyl acetate (2×2 ml), concentrated in vacuo to ca. 2 ml, and lyophilized to provide s... The reactants are Cl.Cl.N1CCC(CC1)NC1=C(C=CC=C1)C (piperidin-4-yl-o-tolyl-amine dihydrochloride), C1(=CC=C(C=C1)NC(CC(=O)O)=O)C1=CC=CC=C1 (N-biphenyl-4-yl-malonamic acid), CCN(C(C)C)C(C)C (DIPEA), C=1C=CC2=C(C1)N=NN2O (HOBt), CCN=C=NCCCN(C)C.Cl (EDCI.HCl). Run in CN(C)C=O (DMF), O (water). Conditions: time 16 hour. Yields the product C1(=CC=C(C=C1)NC(CC(N1CCC(CC1)NC1=C(C=CC=C1)C)=O)=O)C1=CC=CC=C1 (N-biphenyl-4-yl-3-oxo-3-(4-o-tolylamino-piperidin-1-yl)-propionamide). Yield: 24.6%. RXN SMILES: [C:1]1([C:14]2[CH:19]=[CH:18][CH:17]=[CH:16][CH:15]=2)[CH:6]=[CH:5][C:4]([NH:7][C:8](=[O:13])[CH2:9][C:10]([OH:12])=O)=[CH:3][CH:2]=1.CCN(C(C)C)C(C)C.C1C=CC2N(O)N=NC=2C=1.CCN=C=NCCCN(C)C.Cl.Cl.Cl.[NH:53]1[CH2:58][CH2:57][CH:56]([NH:59][C:60]2[CH:65]=[CH:64][CH:63]=[CH:62][C:61]=2[CH3:66])[CH2:55][CH2:54]1>CN(C=O)C.O>[C:1]1([C:14]2[CH:19]=[CH:18][CH:17]=[CH:16][CH:15]=2)[CH:2]=[CH:3][C:4]([NH:7][C:8](=[O:13])[CH2:9][C:10](=[O:12])[N:53]2[CH2:58][CH2:57][CH:56]([NH:59][C:60]3[CH:65]=[CH:64][CH:63]=[CH:62][C:61]=3[CH3:66])[CH2:55][CH2:54]2)=[CH:5][CH:6]=1 |f:3.4,5.6.7|. Reported procedure: To a stirred solution of N-biphenyl-4-yl-malonamic acid (0.1 g, 0.00038 mole) in DMF (1 mL) was added DIPEA (0.245 g, 0.0019 mole), HOBt (0.056 g, 0.00042 mole) and EDCI.HCl (0.145 g, 0.00076 mole). After 2 minutes piperidin-4-yl-o-tolyl-amine dihydrochloride (0.106 g, 0.00042 mole) was added and the resulting mixture was stirred for 16 hours. The reaction mixture was then diluted with cold water and the resulting precipitate was isolated by filtration. Purification by column chromatography usin... Starting materials: BrC=1C=CC2=C(S(C3=C2C=CC(=C3)Br)(=O)=O)C1 (3,7-dibromodibenzothiophene-5,5-dioxide), N12C[C@@H](C(CC1)CC2)O ((R)-(−)-quinuclidin-3-ol), N1=CC=CC2=CC=C3C=CC=NC3=C12 (1,10-phenanthroline), C([O-])([O-])=O.[Cs+].[Cs+] (cesium carbonate). Reagents/catalysts: [Cu]I (copper (I) iodide). The solvent is C1(=CC=CC=C1)C (toluene). Run at temperature 110 celsius, time 30 hour. The product is O=S1(C2=C(C3=C1C=CC=C3)C=CC(=C2)O[C@H]2CN3CCC2CC3)=O ((R)-3-(5,5-Dioxo-5H-5λ6-dibenzothiophen-3-yloxy)-1-aza-bicyclo[2.2.2]octane). Isolated yield 38.3%. RXN SMILES: Br[C:2]1[CH:3]=[CH:4][C:5]2[C:9]3[CH:10]=[CH:11][C:12](Br)=[CH:13][C:8]=3[S:7](=[O:16])(=[O:15])[C:6]=2[CH:17]=1.[N:18]12[CH2:25][CH2:24][CH:21]([CH2:22][CH2:23]1)[C@@H:20]([OH:26])[CH2:19]2.N1C2C(=CC=C3C=2N=CC=C3)C=CC=1.C(=O)([O-])[O-].[Cs+].[Cs+]>C1(C)C=CC=CC=1.[Cu]I>[O:15]=[S:7]1(=[O:16])[C:6]2[CH:17]=[CH:2][CH:3]=[CH:4][C:5]=2[C:9]2[CH:10]=[CH:11][C:12]([O:26][C@@H:20]3[CH:21]4[CH2:24][CH2:25][N:18]([CH2:23][CH2:22]4)[CH2:19]3)=[CH:13][C:8]1=2 |f:3.4.5|. Reported procedure: A mixture of 3,7-dibromodibenzothiophene-5,5-dioxide (0.60 g, 1.75 mmol; see J. Med. Chem. 1978, 21, 1084), (R)-(−)-quinuclidin-3-ol (280 mg, 2.2 mmol; Acros), copper (I) iodide (33 mg, 0.17 mmol; Aldrich), 1,10-phenanthroline (63 mg, 0.35 mol; Aldrich) and powdered cesium carbonate (0.86 g, 2.64 mmol; Aldrich) in toluene (2 mL) was heated to 110° C. with vigorous stirring for 30 h. After cooling to room temperature, the reaction mixture was filtered through diatomaceous earth, rinsing with ethy... Reactants: BrP(Br)Br, ClCCl, COC(=O)c1cc(C(C)O)c2oc(N3CCOCC3)cc(=O)c2c1. Product: COC(=O)c1cc(C(C)Br)c2oc(N3CCOCC3)cc(=O)c2c1. Reaction SMILES: [Br:1][P:2]([Br:3])[Br:4].[Cl:29][CH2:30][Cl:31].[OH:5][CH:6]([CH3:7])[c:8]1[cH:9][c:10]([C:25](=[O:26])[O:27][CH3:28])[cH:11][c:12]2[c:13](=[O:24])[cH:14][c:15]([N:18]3[CH2:19][CH2:20][O:21][CH2:22][CH2:23]3)[o:16][c:17]12>>[Br:1][CH:6]([CH3:7])[c:8]1[cH:9][c:10]([C:25](=[O:26])[O:27][CH3:28])[cH:11][c:12]2[c:13](=[O:24])[cH:14][c:15]([N:18]3[CH2:19][CH2:20][O:21][CH2:22][CH2:23]3)[o:16][c:17]12. Reactants: B.C1CCOC1 (BH3.THF), [OH-].[Na+] (sodium hydroxide), C1CCCC=2C3=CC=CC=C3NC12 (1,2,3,4-Tetrahydrocarbazole), O (water). The solvent is O1CCCC1 (tetrahydrofuran), FC(C(=O)O)(F)F (trifluoroacetic acid). Run at time 45 minute. Yields the product C1CCCC2C3=CC=CC=C3NC12 (1,2,3,4,4a,9a-hexahydrocarbazole). The yield is 79.1%. As a reaction SMILES: [CH2:1]1[C:13]2[NH:12][C:11]3[C:6](=[CH:7][CH:8]=[CH:9][CH:10]=3)[C:5]=2[CH2:4][CH2:3][CH2:2]1.B.C1COCC1.O.[OH-].[Na+]>FC(F)(F)C(O)=O.O1CCCC1>[CH2:1]1[CH:13]2[CH:5]([C:6]3[C:11]([NH:12]2)=[CH:10][CH:9]=[CH:8][CH:7]=3)[CH2:4][CH2:3][CH2:2]1 |f:1.2,4.5|. Reported procedure: 1,2,3,4-Tetrahydrocarbazole (75 milligrams) was dissolved under nitrogen in 3 milliliters of trifluoroacetic acid. To the mixture, cooled in a water bath, was added dropwise about 1.5 milliliters of an about 1 M BH3.THF in tetrahydrofuran. The mixture was stirred at room temperature for about 45 minutes. Thereafter, water (1 milliliter) was added slowly and the resulting solution stirred for 10 minutes. The solution was then made basic with 10 percent aqueous sodium hydroxide, and the basic solu... The reactants are FC1=C(C=C(C(=C1)F)F)C(CC1=CC=CC=C1)=O (2′,4′,5′-trifluorophenylacetophenone), Ice water, BrBr (bromine). Solvent: C(Cl)Cl (DCM), C(Cl)Cl (DCM). Reaction conditions: time 1 hour. The product is BrCC(=O)C1=C(C=C(C(=C1)F)F)F (2-Bromo-1-(2,4,5-trifluorophenyl)ethanone). The yield is 98.2%. RXN SMILES: [F:1][C:2]1[CH:7]=[C:6]([F:8])[C:5]([F:9])=[CH:4][C:3]=1[C:10](=[O:18])[CH2:11]C1C=CC=CC=1.[Br:19]Br>C(Cl)Cl>[Br:19][CH2:11][C:10]([C:3]1[CH:4]=[C:5]([F:9])[C:6]([F:8])=[CH:7][C:2]=1[F:1])=[O:18]. Reported procedure: A 1 L 3-neck round bottom flask was charged with 2′,4′,5′-trifluorophenylacetophenone (49.7 g, 285 mmol) and DCM (350 mL). The flask was equipped with a 250 mL dropping funnel that contained a solution of bromine (14.6 mL, 283 mmol) in DCM (125 mL). This solution was added to the reaction flask over about 1 h at about 23° C. Once addition of the solution was complete, the reaction mixture was stirred for about 1 h at ambient temperature. Ice water was added to the reaction flask and the mixture ... Reactants: O=C1CCC2(CC1)OCCO2, C1CCOC1, CCOC(=O)CP(=O)(OCC)OCC, [H-], [Na+], O. The product is CCOC(=O)C=C1CCC2(CC1)OCCO2. RXN SMILES: [CH2:17]1[CH2:18][O:19][C:20]2([CH2:21][CH2:22][C:23](=[O:26])[CH2:24][CH2:25]2)[O:27]1.[CH2:29]1[O:30][CH2:31][CH2:32][CH2:33]1.[CH3:1][CH2:2][O:3][C:4](=[O:5])[CH2:6][P:7]([O:8][CH2:9][CH3:10])([O:11][CH2:12][CH3:13])=[O:14].[H-:16].[Na+:15].[OH2:28]>>[CH3:1][CH2:2][O:3][C:4](=[O:5])[CH:6]=[C:23]1[CH2:22][CH2:21][C:20]2([O:19][CH2:18][CH2:17][O:27]2)[CH2:25][CH2:24]1.